From a dataset of the Open Reaction Database (ORD), a public repository of structured organic reaction records. describe an organic reaction: reactants, conditions, products, and yield Reactants: COC1=CC=C2C3=C(NC2=C1)CCCCC3C (3-methoxy-10-methyl-5,6,7,8,9,10-hexahydrocyclohept[b]indole), [Cl-].[Al+3].[Cl-].[Cl-] (aluminum chloride), C(C)S (ethanethiol), [Cl-].[Al+3].[Cl-].[Cl-] (aluminum chloride), C(C)S (ethanethiol), Cl (hydrochloric acid). Solvent: C(Cl)Cl (methylene chloride). Reaction conditions: temperature 0 celsius, time 1 hour. Product: C(C)SC1=CC=C2C3=C(NC2=C1)CCCCC3C (3-ethylthio-10-methyl-5,6,7,8,9,10-hexahydrocyclohept[b]indole). Isolated yield 55.0%. RXN SMILES: CO[C:3]1[CH:11]=[C:10]2[C:6]([C:7]3[CH:16]([CH3:17])[CH2:15][CH2:14][CH2:13][CH2:12][C:8]=3[NH:9]2)=[CH:5][CH:4]=1.[Cl-].[Al+3].[Cl-].[Cl-].[CH2:22]([SH:24])[CH3:23].Cl>C(Cl)Cl>[CH2:22]([S:24][C:3]1[CH:11]=[C:10]2[C:6]([C:7]3[CH:16]([CH3:17])[CH2:15][CH2:14][CH2:13][CH2:12][C:8]=3[NH:9]2)=[CH:5][CH:4]=1)[CH3:23] |f:1.2.3.4|. Procedure details: 500 mg (1.9 mmol) of the compound obtained in Stage B of Example 1, predissolved in 5 cm3 of methylene chloride distilled over phosphoruspentoxide are added dropwise to a mixture, cooled to 0° C., of 380 mg (2.84 mmol) of aluminum chloride and 2.3 g (37.9 mmol) of ethanethiol. After stirring for 1 h at 0° C., 1.5 eq. of aluminum chloride and 20 eq. of ethanethiol are added again. The mixture is stirred again for 1 h at 0° C. and then poured onto ice, treated with 1N hydrochloric acid and then ex... The reactants are CC1(c2ccccc2)OC(C=Cc2ccsc2)=CC1=O, OCCCCS. Yields the product CC1(c2ccccc2)OC(CC(SCCCCO)c2ccsc2)=CC1=O. Reaction SMILES: [CH3:1][C:2]1([c:15]2[cH:16][cH:17][cH:18][cH:19][cH:20]2)[O:3][C:4]([CH:8]=[CH:9][c:10]2[cH:11][s:12][cH:13][cH:14]2)=[CH:5][C:6]1=[O:7].[SH:21][CH2:22][CH2:23][CH2:24][CH2:25][OH:26]>>[CH3:1][C:2]1([c:15]2[cH:16][cH:17][cH:18][cH:19][cH:20]2)[O:3][C:4]([CH2:8][CH:9]([c:10]2[cH:11][s:12][cH:13][cH:14]2)[S:21][CH2:22][CH2:23][CH2:24][CH2:25][OH:26])=[CH:5][C:6]1=[O:7]. Starting materials: C(C)OC(=O)N1CCNCC1 (1-ethoxycarbonylpiperazine), CS(=O)(=O)OCCCCCCCCCCCCCCC (pentadecyl methylsulfonate), C([O-])([O-])=O.[Na+].[Na+] (sodium carbonate). Solvent: C(C)O (ethanol). Yields the product C(C)OC(=O)N1CCN(CC1)CCCCCCCCCCCCCCC (1-ethoxycarbonyl-4-pentadecylpiperazine). Reaction SMILES: [CH2:1]([O:3][C:4]([N:6]1[CH2:11][CH2:10][NH:9][CH2:8][CH2:7]1)=[O:5])[CH3:2].CS(O[CH2:17][CH2:18][CH2:19][CH2:20][CH2:21][CH2:22][CH2:23][CH2:24][CH2:25][CH2:26][CH2:27][CH2:28][CH2:29][CH2:30][CH3:31])(=O)=O.C(=O)([O-])[O-].[Na+].[Na+]>C(O)C>[CH2:1]([O:3][C:4]([N:6]1[CH2:7][CH2:8][N:9]([CH2:31][CH2:30][CH2:29][CH2:28][CH2:27][CH2:26][CH2:25][CH2:24][CH2:23][CH2:22][CH2:21][CH2:20][CH2:19][CH2:18][CH3:17])[CH2:10][CH2:11]1)=[O:5])[CH3:2] |f:2.3.4|. Procedure details: 25.0 Grams of 1-ethoxycarbonylpiperazine, 43.0 grams of pentadecyl methylsulfonate, 250 ml. of ethanol, and 9.53 grams of sodium carbonate are combined and heated to gentle reflux. After refluxing for 6 hours, the mixture is filtered, and the solvents removed under reduced pressure. The residue is dissolved in a mixture of water and ethyl ether. The organic layer is separated, washed once with water, and dried over anhydrous magnesium sulfate and anhydrous sodium sulfate. The solvent is removed ... Reactants: C(CC)N(C1CC2=C(C=CC=C2CC1)C(COC)=O)CCC (2-di-n-propylamino-8-methoxyacetyl-1,2,3,4-tetrahydronaphthalene), CN(C)C(N(C)C)N(C)C (tris(dimethylamino)methane). Solvent: C1(=CC=CC=C1)C (toluene). Product: C(CC)N(C1CC2=C(C=CC=C2CC1)C(C(=CN(C)C)OC)=O)CCC (2-di-n-propylamino-8-(1-oxo-2-methoxy-3-(dimethylamino)-prop-2-enyl)-1,2,3,4-tetrahydronaphthalene). As a reaction SMILES: [CH2:1]([N:4]([CH2:20][CH2:21][CH3:22])[CH:5]1[CH2:14][CH2:13][C:12]2[C:7](=[C:8]([C:15](=[O:19])[CH2:16][O:17][CH3:18])[CH:9]=[CH:10][CH:11]=2)[CH2:6]1)[CH2:2][CH3:3].[CH3:23][N:24]([CH:26](N(C)C)N(C)C)[CH3:25]>C1(C)C=CC=CC=1>[CH2:20]([N:4]([CH2:1][CH2:2][CH3:3])[CH:5]1[CH2:14][CH2:13][C:12]2[C:7](=[C:8]([C:15](=[O:19])[C:16]([O:17][CH3:18])=[CH:23][N:24]([CH3:26])[CH3:25])[CH:9]=[CH:10][CH:11]=2)[CH2:6]1)[CH2:21][CH3:22]. Reported procedure: A solution of 2-di-n-propylamino-8-methoxyacetyl-1,2,3,4-tetrahydronaphthalene (1.0 g) and tris(dimethylamino)methane (1.5 ml) in toluene (25 ml) was heated to reflux for 1.5 hours. The reaction was concentrated to give crude 2-di-n-propylamino-8-(1-oxo-2-methoxy-3-(dimethylamino)-prop-2-enyl)-1,2,3,4-tetrahydronaphthalene (1.2 g). The reactants are ClC1=C(C=C(C(=C1)Cl)OC)NC1=C2C(=NC=C1C#N)C=C(S2)I (7-[(2,4-dichloro-5-methoxyphenyl)amino]-2-iodothieno[3,2-b]pyridine-6-carbonitrile), C(=O)C1=CC=C(C=C1)B(O)O (4-formylphenylboronic acid). The reagents and catalysts are C=1C=CC(=CC1)[P](C=2C=CC=CC2)(C=3C=CC=CC3)[Pd]([P](C=4C=CC=CC4)(C=5C=CC=CC5)C=6C=CC=CC6)([P](C=7C=CC=CC7)(C=8C=CC=CC8)C=9C=CC=CC9)[P](C=1C=CC=CC1)(C=1C=CC=CC1)C=1C=CC=CC1 (tetrakis(triphenylphosphine)palladium(0)). Run in COCCOC (ethylene glycol dimethyl ether), C([O-])(O)=O.[Na+] (sodium bicarbonate). The product is ClC1=C(C=C(C(=C1)Cl)OC)NC1=C2C(=NC=C1C#N)C=C(S2)C2=CC=C(C=C2)C=O (7-[(2,4-dichloro-5-methoxyphenyl)amino]-2-(4-formylphenyl)thieno[3,2-b]pyridine-6-carbonitrile). Isolated yield 70.4%. RXN SMILES: [Cl:1][C:2]1[CH:7]=[C:6]([Cl:8])[C:5]([O:9][CH3:10])=[CH:4][C:3]=1[NH:11][C:12]1[C:17]([C:18]#[N:19])=[CH:16][N:15]=[C:14]2[CH:20]=[C:21](I)[S:22][C:13]=12.[CH:24]([C:26]1[CH:31]=[CH:30][C:29](B(O)O)=[CH:28][CH:27]=1)=[O:25]>COCCOC.C(=O)(O)[O-].[Na+].C1C=CC([P]([Pd]([P](C2C=CC=CC=2)(C2C=CC=CC=2)C2C=CC=CC=2)([P](C2C=CC=CC=2)(C2C=CC=CC=2)C2C=CC=CC=2)[P](C2C=CC=CC=2)(C2C=CC=CC=2)C2C=CC=CC=2)(C2C=CC=CC=2)C2C=CC=CC=2)=CC=1>[Cl:1][C:2]1[CH:7]=[C:6]([Cl:8])[C:5]([O:9][CH3:10])=[CH:4][C:3]=1[NH:11][C:12]1[C:17]([C:18]#[N:19])=[CH:16][N:15]=[C:14]2[CH:20]=[C:21]([C:29]3[CH:30]=[CH:31][C:26]([CH:24]=[O:25])=[CH:27][CH:28]=3)[S:22][C:13]=12 |f:3.4,^1:49,51,70,89|. Procedure details: A mixture of 7-[(2,4-dichloro-5-methoxyphenyl)amino]-2-iodothieno[3,2-b]pyridine-6-carbonitrile (240 mg, 0.50 mmol), 4-formylphenylboronic acid (150 mg, 1.0 mmol) and 4 mg of tetrakis(triphenylphosphine)palladium(0) in 20 mL of ethylene glycol dimethyl ether and 16 mL of saturated aqueous sodium bicarbonate is heated at reflux for 2 hours. The reaction mixture is cooled to room temperature and partitioned between water and ethyl acetate. The organic layer is dried over sodium sulfate, filtered a...